This data is from the Open Reaction Database (ORD), a public repository of structured organic reaction records. The task is: describe an organic reaction: reactants, conditions, products, and yield Starting materials: FC(C=1C=CC(=NC1)OC1=CC=C(C=C1)O)(F)F (4-[5-(trifluoromethyl)-2-pyridinyloxy]phenol), BrC(C=CC(=O)OC)C (methyl 4-bromo-2-pentenoate), C([O-])([O-])=O.[K+].[K+] (potassium carbonate). Solvent: C(C)OCC (ethyl ether), C(C)C(=O)C (methyl ethyl ketone). Conditions: time 32 hour. Yields the product FC(C=1C=CC(=NC1)OC1=CC=C(OC(C=CC(=O)OC)C)C=C1)(F)F (Methyl 4-[4-[5-(trifluoromethyl)-2-pyridinyloxy]phenoxy]-2-pentenoate). The yield is 83.8%. Reaction SMILES: [F:1][C:2]([F:18])([F:17])[C:3]1[CH:4]=[CH:5][C:6]([O:9][C:10]2[CH:15]=[CH:14][C:13]([OH:16])=[CH:12][CH:11]=2)=[N:7][CH:8]=1.Br[CH:20]([CH3:27])[CH:21]=[CH:22][C:23]([O:25][CH3:26])=[O:24].C(=O)([O-])[O-].[K+].[K+]>C(C(C)=O)C.C(OCC)C>[F:18][C:2]([F:1])([F:17])[C:3]1[CH:4]=[CH:5][C:6]([O:9][C:10]2[CH:11]=[CH:12][C:13]([O:16][CH:20]([CH3:27])[CH:21]=[CH:22][C:23]([O:25][CH3:26])=[O:24])=[CH:14][CH:15]=2)=[N:7][CH:8]=1 |f:2.3.4|. Reported procedure: In 50 ml of methyl ethyl ketone, 2.0 g (0.0078 mole) of 4-[5-(trifluoromethyl)-2-pyridinyloxy]phenol, 3.2 g of methyl 4-bromo-2-pentenoate, and 2.0 g of potassium carbonate were refluxed with constant stirring for 32 hours. Upon cooling to room temperature, the suspension was filtered through celite and the insoluble material washed with 75 ml of acetone. The filtrate was concentrated under reduced pressure to give an oily residue which was dissolved in 125 ml of ethyl ether and transferred to a...